This data is from the Open Reaction Database (ORD), a public repository of structured organic reaction records. The task is: describe an organic reaction: reactants, conditions, products, and yield Starting materials: BrC1=CC(=C(C=C1)C1(CC1)C(=O)NN)F (1-(4-Bromo-2-fluorophenyl)cyclopropanecarbohydrazide), [Si](C)(C)(C(C)(C)C)OCC1(CC(=NCCS1)SC)C (7-({[tert-butyl(dimethyl)silyl]oxy}methyl)-7-methyl-5-(methylthio)-2,3,6,7-tetrahydro-1,4-thiazepine). The solvent is C(CCC)O (n-butanol). Product: BrC1=CC(=C(C=C1)C1(CC1)C1=NN=C2N1CCSC(C2)(C)CO[Si](C)(C)C(C)(C)C)F (3-[1-(4-Bromo-2-fluorophenyl)cyclopropyl]-8-({[tert-butyl(dimethyl)silyl]oxy}methyl)-8-methyl-5,6,8,9-tetrahydro[1,2,4]triazolo[4,3-d][1,4]thiazepine). The yield is 39.7%. RXN SMILES: [Br:1][C:2]1[CH:7]=[CH:6][C:5]([C:8]2([C:11]([NH:13][NH2:14])=O)[CH2:10][CH2:9]2)=[C:4]([F:15])[CH:3]=1.[Si:16]([O:23][CH2:24][C:25]1([CH3:34])[S:31][CH2:30][CH2:29][N:28]=[C:27](SC)[CH2:26]1)([C:19]([CH3:22])([CH3:21])[CH3:20])([CH3:18])[CH3:17]>C(O)CCC>[Br:1][C:2]1[CH:7]=[CH:6][C:5]([C:8]2([C:11]3[N:28]4[CH2:29][CH2:30][S:31][C:25]([CH2:24][O:23][Si:16]([C:19]([CH3:22])([CH3:21])[CH3:20])([CH3:18])[CH3:17])([CH3:34])[CH2:26][C:27]4=[N:14][N:13]=3)[CH2:10][CH2:9]2)=[C:4]([F:15])[CH:3]=1. Procedure details: A solution of the compound (2.73 g, 10 mmol) obtained in Example 14-4) and 7-({[tert-butyl(dimethyl)silyl]oxy}methyl)-7-methyl-5-(methylthio)-2,3,6,7-tetrahydro-1,4-thiazepine (3.2 g, 10 mmol) in n-butanol (50 mL) was stirred at 140° C. for 7 h. The reaction mixture was cooled to room temperature and concentrated under reduced pressure. The residue was purified by silica gel column chromatography (Isco Combiflash, 40 g, hexane:ethyl acetate=0:100 to 100:0, gradient) to obtain the title compound ... Starting materials: O=C(c1ncc[nH]1)c1ncc[nH]1, CN1CCN(c2cccc3[nH]c(C(=O)O)cc23)CC1, CCOC(C)=O, Oc1ccc(F)cc1, [H-], [Na+], C1CCOC1. Yields the product CN1CCN(c2cccc3[nH]c(C(=O)Oc4ccc(F)cc4)cc23)CC1. As a reaction SMILES: [C:1]([c:2]1[nH:3][cH:4][cH:5][n:6]1)([c:7]1[nH:8][cH:9][cH:10][n:11]1)=[O:12].[CH3:13][N:14]1[CH2:15][CH2:16][N:17]([c:20]2[c:21]3[cH:22][c:23]([C:29](=[O:30])[OH:31])[nH:24][c:25]3[cH:26][cH:27][cH:28]2)[CH2:18][CH2:19]1.[CH3:47][CH2:48][O:49][C:50](=[O:51])[CH3:52].[F:32][c:33]1[cH:34][cH:35][c:36]([OH:39])[cH:37][cH:38]1.[H-:40].[Na+:41].[O:42]1[CH2:43][CH2:44][CH2:45][CH2:46]1>>[CH3:13][N:14]1[CH2:15][CH2:16][N:17]([c:20]2[c:21]3[cH:22][c:23]([C:29](=[O:30])[O:31][c:36]4[cH:35][cH:34][c:33]([F:32])[cH:38][cH:37]4)[nH:24][c:25]3[cH:26][cH:27][cH:28]2)[CH2:18][CH2:19]1. Starting materials: C1(=CC=CC=C1)C1=CC(NC(=C1)C1=CC=CC=C1)=O (4,6-diphenyl-2-pyridinone), BrCCCCC(C#N)(C)C (6-bromo-2,2-dimethylhexanonitrile). The reagents and catalysts are C([O-])([O-])=O.[Ag+2] (silver carbonate). Solvent: C1(=CC=CC=C1)C (toluene). Yields the product CC(C#N)(CCCCOC1=NC(=CC(=C1)C1=CC=CC=C1)C1=CC=CC=C1)C (2,2-dimethyl-6-[(4,6-diphenyl-2-pyridyl)oxy]hexanonitrile). As a reaction SMILES: [C:1]1([C:7]2[CH:12]=[C:11]([C:13]3[CH:18]=[CH:17][CH:16]=[CH:15][CH:14]=3)[NH:10][C:9](=[O:19])[CH:8]=2)[CH:6]=[CH:5][CH:4]=[CH:3][CH:2]=1.Br[CH2:21][CH2:22][CH2:23][CH2:24][C:25]([CH3:29])([CH3:28])[C:26]#[N:27]>C(=O)([O-])[O-].[Ag+2].C1(C)C=CC=CC=1>[CH3:28][C:25]([CH3:29])([CH2:24][CH2:23][CH2:22][CH2:21][O:19][C:9]1[CH:8]=[C:7]([C:1]2[CH:2]=[CH:3][CH:4]=[CH:5][CH:6]=2)[CH:12]=[C:11]([C:13]2[CH:14]=[CH:15][CH:16]=[CH:17][CH:18]=2)[N:10]=1)[C:26]#[N:27] |f:2.3|. Procedure: The procedure in Example 4 is followed but using 4,6-diphenyl-2-pyridinone (6.3 g), 6-bromo-2,2-dimethylhexanonitrile (2.60 g) (prepared according to the method of M. Larcheveque et al., Bull. Soc. Chim. Fr., 1710 (1974)), silver carbonate (3.5 g) and toluene (300 cc). The product is purified by chromatography under pressure on silica gel (30-60 mm); eluent: n-hexane-ethyl acetate 9.5-0.5),yellowish solid. (m,p.=71° C.) Product: O=C(CCC(=O)OCc1ccccc1)OCCl. The reactants are CCCC[N+](CCCC)(CCCC)CCCC, O=C(O)CCC(=O)OCc1ccccc1, ClCI, C1COCCO1, [OH-]. RXN SMILES: [CH2:17]([N+:18]([CH2:19][CH2:20][CH2:21][CH3:22])([CH2:23][CH2:24][CH2:25][CH3:26])[CH2:27][CH2:28][CH2:29][CH3:30])[CH2:31][CH2:32][CH3:33].[CH2:1]([c:2]1[cH:3][cH:4][cH:5][cH:6][cH:7]1)[O:8][C:9]([CH2:10][CH2:11][C:12](=[O:13])[OH:14])=[O:15].[Cl:34][CH2:35][I:36].[O:37]1[CH2:38][CH2:39][O:40][CH2:41][CH2:42]1.[OH-:16]>>[CH2:1]([c:2]1[cH:3][cH:4][cH:5][cH:6][cH:7]1)[O:8][C:9]([CH2:10][CH2:11][C:12]([O:13][CH2:35][Cl:34])=[O:14])=[O:15].